Dataset: the Open Reaction Database (ORD), a public repository of structured organic reaction records. Task: describe an organic reaction: reactants, conditions, products, and yield Starting materials: COC(C1=CC=C(C=C1)OC1CCN(CC1)C(=O)C1CC1)=O (4-(1-cyclopropanecarbonyl-piperidin-4-yloxy)-benzoic acid methyl ester), [OH-].[Na+] (NaOH). Run in CO (methanol). Run at time 16 hour. Yields the product C1(CC1)C(=O)N1CCC(CC1)OC1=CC=C(C(=O)O)C=C1 (4-(1-cyclopropanecarbonyl-piperidin-4-yloxy)-benzoic acid). Reaction SMILES: C[O:2][C:3](=[O:22])[C:4]1[CH:9]=[CH:8][C:7]([O:10][CH:11]2[CH2:16][CH2:15][N:14]([C:17]([CH:19]3[CH2:21][CH2:20]3)=[O:18])[CH2:13][CH2:12]2)=[CH:6][CH:5]=1.[OH-].[Na+]>CO>[CH:19]1([C:17]([N:14]2[CH2:13][CH2:12][CH:11]([O:10][C:7]3[CH:6]=[CH:5][C:4]([C:3]([OH:22])=[O:2])=[CH:9][CH:8]=3)[CH2:16][CH2:15]2)=[O:18])[CH2:21][CH2:20]1 |f:1.2|. Procedure: A mixture of 4-(1-cyclopropanecarbonyl-piperidin-4-yloxy)-benzoic acid methyl ester (0.75 g, 2.472 mmol), methanol (25 mL) and 1 N NaOH (10 mL) was stirred at room temperature for 16 hrs. The volatiles were evaporated in vacuo and the residue was redissolved in water (10 mL) and washed with EtOAc (2×5 mL). The aqueous phase was acidified to pH ˜1 with 1N HCl and extracted with EtOAc (2×10 mL), dried (MgSO4), filtered and evaporated affording 0.6 g 84%) of 4-(1-cyclopropanecarbonyl-piperidin-4-yl... Reactants: CC1(CC(C(C1)=O)=O)C (4,4-dimethyl-cyclopentane-1,2-dione), COP(OC)(=O)CC(=O)C1=C(C=C(C=C1)F)F ([2-(2,4-difluoro-phenyl)-2-oxo-ethyl]-phosphonic acid dimethyl ester), O.NN (hydrazine monohydrate). Product: FC1=C(C=CC(=C1)F)C1=CC2=C(N=N1)CC(C2)(C)C (3-(2,4-Difluoro-phenyl)-6,6-dimethyl-6,7-dihydro-5H-cyclopenta[c]pyridazine). Reaction SMILES: [CH3:1][C:2]1([CH3:9])[CH2:6][C:5](=O)[C:4](=O)[CH2:3]1.COP([CH2:16][C:17]([C:19]1[CH:24]=[CH:23][C:22]([F:25])=[CH:21][C:20]=1[F:26])=O)(=O)OC.O.[NH2:28][NH2:29]>>[F:26][C:20]1[CH:21]=[C:22]([F:25])[CH:23]=[CH:24][C:19]=1[C:17]1[N:29]=[N:28][C:4]2[CH2:3][C:2]([CH3:9])([CH3:1])[CH2:6][C:5]=2[CH:16]=1 |f:2.3|. Procedure: yellow solid. MS (EI): 260.1 (M+). Prepared from 4,4-dimethyl-cyclopentane-1,2-dione, [[2-(2,4-difluoro-phenyl)-2-oxo-ethyl]-phosphonic acid dimethyl ester, hydrazine monohydrate.